This data is from the Open Reaction Database (ORD), a public repository of structured organic reaction records. The task is: describe an organic reaction: reactants, conditions, products, and yield The product is CC(C(=O)O)c1ccc2c(c1)Cc1cccnc1O2. As a reaction SMILES: [H:20][H:21].[Na+:23].[OH-:22].[n:1]1[c:2]2[c:3]([cH:4][cH:5][cH:6]1)[CH2:7][c:8]1[c:9]([cH:11][cH:12][c:13]([C:15]([C:16](=[O:17])[OH:18])=[CH2:19])[cH:14]1)[O:10]2>>[n:1]1[c:2]2[c:3]([cH:4][cH:5][cH:6]1)[CH2:7][c:8]1[c:9]([cH:11][cH:12][c:13]([CH:15]([C:16](=[O:17])[OH:18])[CH3:19])[cH:14]1)[O:10]2. The reactants are [H][H], [Na+], [OH-], C=C(C(=O)O)c1ccc2c(c1)Cc1cccnc1O2. Starting materials: BrC(C(=O)OC)C1=CC=C(C=C1)C (methyl 2-bromo-2-p-tolylacetate), N1CCCCC1 (piperidine). The solvent is C(C)#N (acetonitrile). Yields the product N1(CCCCC1)C(C(=O)OC)C1=CC=C(C=C1)C (methyl 2-(piperidin-1-yl)-2-p-tolylacetate). Yield: 10.7%. As a reaction SMILES: Br[CH:2]([C:7]1[CH:12]=[CH:11][C:10]([CH3:13])=[CH:9][CH:8]=1)[C:3]([O:5][CH3:6])=[O:4].[NH:14]1[CH2:19][CH2:18][CH2:17][CH2:16][CH2:15]1>C(#N)C>[N:14]1([CH:2]([C:7]2[CH:12]=[CH:11][C:10]([CH3:13])=[CH:9][CH:8]=2)[C:3]([O:5][CH3:6])=[O:4])[CH2:19][CH2:18][CH2:17][CH2:16][CH2:15]1. Procedure details: To a solution of methyl 2-bromo-2-p-tolylacetate (2.50 g, 10.3 mmol) in acetonitrile, was added piperidine (2.06 ml, 20.6 mmol) and the mixture was reacted for 2 hours at room temperature. The solvent was evaporated and the resulting crude was portioned between water and EtOAc. The aqueous phase was extracted with EtOAc, the organic phases were combined, dried over Na2SO4, filtered and evaporated to dryness. The crude was purified by flash chromatography (petroleum ether/EtOAc=9/1) to obtain met... Starting materials: D1, D2, ClC1=CC=C(C=C1)[C@@H](CCNC(OC(C)(C)C)=O)N1C[C@]2(CCC1)CN(C1=CC=C(C=C12)F)C=1C2=C(N=CN1)CC[C@H]2C (tert-butyl (R)-3-(4-chlorophenyl)-3-((R)-5-fluoro-1-((R)-5-methyl-6,7-dihydro-5H-cyclopenta[d]pyrimidin-4-yl)spiro[indoline-3,3′-piperidine]-1′-yl)propylcarbamate), ClC1=CC=C(C=C1)[C@H](CCNC(OC(C)(C)C)=O)N1C[C@]2(CCC1)CN(C1=CC=C(C=C12)F)C=1C2=C(N=CN1)CC[C@H]2C (tert-butyl (S)-3-(4-chlorophenyl)-3-((R)-5-fluoro-1-((R)-5-methyl-6,7-dihydro-5H-cyclopenta[d]pyrimidin-4-yl)spiro[indoline-3,3′-piperidine]-1′-yl)propylcarbamate). The product is Cl.Cl.Cl.ClC1=CC=C(C=C1)[C@@H](CCN)N1C[C@]2(CCC1)CN(C1=CC=C(C=C12)F)C=1C2=C(N=CN1)CC[C@H]2C ((R)-3-(4-chlorophenyl)-3-((R)-5-fluoro-1-((R)-5-methyl-6,7-dihydro-5H-cyclopenta[d]pyrimidin-4-yl)spiro[indoline-3,3′-piperidine]-1′-yl)propan-1-amine trihydrochloride), Cl.Cl.Cl.ClC1=CC=C(C=C1)[C@H](CCN)N1C[C@]2(CCC1)CN(C1=CC=C(C=C12)F)C=1C2=C(N=CN1)CC[C@H]2C ((S)-3-(4-chlorophenyl)-3-((R)-5-fluoro-1-((R)-5-methyl-6,7-dihydro-5H-cyclopenta[d]pyrimidin-4-yl)spiro[indoline-3,3′-piperidine]-1′-yl)propan-1-amine trihydrochloride). Reaction SMILES: [Cl:1][C:2]1[CH:7]=[CH:6][C:5]([C@H:8]([N:19]2[CH2:24][CH2:23][CH2:22][C@@:21]3([C:32]4[C:27](=[CH:28][CH:29]=[C:30]([F:33])[CH:31]=4)[N:26]([C:34]4[C:35]5[C@H:42]([CH3:43])[CH2:41][CH2:40][C:36]=5[N:37]=[CH:38][N:39]=4)[CH2:25]3)[CH2:20]2)[CH2:9][CH2:10][NH:11]C(=O)OC(C)(C)C)=[CH:4][CH:3]=1.[Cl:44][C:45]1[CH:50]=[CH:49][C:48]([C@@H:51]([N:62]2[CH2:67][CH2:66][CH2:65][C@@:64]3([C:75]4[C:70](=[CH:71][CH:72]=[C:73]([F:76])[CH:74]=4)[N:69]([C:77]4[C:78]5[C@H:85]([CH3:86])[CH2:84][CH2:83][C:79]=5[N:80]=[CH:81][N:82]=4)[CH2:68]3)[CH2:63]2)[CH2:52][CH2:53][NH:54]C(=O)OC(C)(C)C)=[CH:47][CH:46]=1>>[ClH:1].[ClH:44].[ClH:1].[Cl:1][C:2]1[CH:3]=[CH:4][C:5]([C@H:8]([N:19]2[CH2:24][CH2:23][CH2:22][C@@:21]3([C:32]4[C:27](=[CH:28][CH:29]=[C:30]([F:33])[CH:31]=4)[N:26]([C:34]4[C:35]5[C@H:42]([CH3:43])[CH2:41][CH2:40][C:36]=5[N:37]=[CH:38][N:39]=4)[CH2:25]3)[CH2:20]2)[CH2:9][CH2:10][NH2:11])=[CH:6][CH:7]=1.[ClH:1].[ClH:1].[ClH:1].[Cl:44][C:45]1[CH:46]=[CH:47][C:48]([C@@H:51]([N:62]2[CH2:67][CH2:66][CH2:65][C@@:64]3([C:75]4[C:70](=[CH:71][CH:72]=[C:73]([F:76])[CH:74]=4)[N:69]([C:77]4[C:78]5[C@H:85]([CH3:86])[CH2:84][CH2:83][C:79]=5[N:80]=[CH:81][N:82]=4)[CH2:68]3)[CH2:63]2)[CH2:52][CH2:53][NH2:54])=[CH:49][CH:50]=1 |f:2.3.4.5,6.7.8.9|. Procedure details: (R)-3-(4-chlorophenyl)-3-((R)-5-fluoro-1-((R)-5-methyl-6,7-dihydro-5H-cyclopenta[d]pyrimidin-4-yl)spiro[indoline-3,3′-piperidine]-1′-yl)propan-1-amine trihydrochloride and (S)-3-(4-chlorophenyl)-3-((R)-5-fluoro-1-((R)-5-methyl-6,7-dihydro-5H-cyclopenta[d]pyrimidin-4-yl)spiro[indoline-3,3′-piperidine]-1′-yl)propan-1-amine trihydrochloride were prepared by the procedures described in Example 1, Step 9, substituting (R)-tert-butyl 5-chloro-1-(5-methyl-6,7-dihydro-5H-cyclopenta[d]pyrimidin-4-yl)spir... Starting materials: ClC=1C=CC=2N(N1)C(=NN2)COC2=CC=NC1=CC(=CC=C21)OC (4-((6-chloro-[1,2,4]triazolo[4,3-b]pyridazin-3-yl)methoxy)-7-methoxyquinoline), ClC=1C=C(C=CC1B1OC(C(O1)(C)C)(C)C)CO ((3-chloro-4-(4,4,5,5-tetramethyl-1,3,2-dioxaborolan-2-yl)phenyl)methanol), C([O-])([O-])=O.[Na+].[Na+] (sodium carbonate). The reagents and catalysts are C1=CC=C(C=C1)[PH+](C2=CC=CC=C2)[C]3[CH][CH][CH][CH]3.C1=CC=C(C=C1)[PH+](C2=CC=CC=C2)[C]3[CH][CH][CH][CH]3.C(Cl)Cl.Cl[Pd]Cl.[Fe] (dichloro[1,1′bis(diphenylphoshino)ferrocene]palladium(ii)dichloromethane adduct). Solvent: COCCOC (DME). Run at temperature 85 celsius. Product: ClC1=C(C=CC(=C1)C=1C=CC=2N(N1)C(=NN2)COC2=CC=NC1=CC(=CC=C21)OC)CO ((2-chloro-4-(3-((7-methoxyquinolin-4-yloxy)methyl)-[1,2,4]triazolo[4,3-b]pyridazin-6-yl)phenyl)methanol). RXN SMILES: Cl[C:2]1[CH:3]=[CH:4][C:5]2[N:6]([C:8]([CH2:11][O:12][C:13]3[C:22]4[C:17](=[CH:18][C:19]([O:23][CH3:24])=[CH:20][CH:21]=4)[N:16]=[CH:15][CH:14]=3)=[N:9][N:10]=2)[N:7]=1.[Cl:25][C:26]1[CH:27]=[C:28](CO)[CH:29]=[CH:30][C:31]=1B1OC(C)(C)C(C)(C)O1.[C:43](=[O:46])([O-])[O-].[Na+].[Na+]>COCCOC.C1C=CC([PH+]([C]2[CH][CH][CH][CH]2)C2C=CC=CC=2)=CC=1.C1C=CC([PH+]([C]2[CH][CH][CH][CH]2)C2C=CC=CC=2)=CC=1.C(Cl)Cl.Cl[Pd]Cl.[Fe]>[Cl:25][C:26]1[CH:27]=[C:28]([C:2]2[CH:3]=[CH:4][C:5]3[N:6]([C:8]([CH2:11][O:12][C:13]4[C:22]5[C:17](=[CH:18][C:19]([O:23][CH3:24])=[CH:20][CH:21]=5)[N:16]=[CH:15][CH:14]=4)=[N:9][N:10]=3)[N:7]=2)[CH:29]=[CH:30][C:31]=1[CH2:43][OH:46] |f:2.3.4,6.7.8.9.10,^1:59,60,61,62,63,77,78,79,80,81|. Procedure: A suspension of 4-((6-chloro-[1,2,4]triazolo[4,3-b]pyridazin-3-yl)methoxy)-7-methoxyquinoline (200 mg, 585 μmol), (3-chloro-4-(4,4,5,5-tetramethyl-1,3,2-dioxaborolan-2-yl)phenyl)methanol (173 mg, 644 μmol), dichloro[1,1′bis(diphenylphoshino)ferrocene]palladium(ii)dichloromethane adduct (21 mg, 29 μmol), and sodium carbonate (2M; 1170 μl, 2341 μmol) in DME (2 mL) was sparged with argon for 10 min then heated to 85° C. for 6 h. Reaction then partitioned between 9:1 CHCl3/IPA (25 mL) and 5% NaHCO3 ... The reactants are COC=1C=NC=C(C1)OC (3,5-dimethoxypyridine), C(CCC)[Li] (n-butyllithium), BrBr (bromine). The solvent is C1CCOC1 (THF). Run at time 10 minute. The product is BrC1=C(C=NC=C1OC)OC (4-Bromo-3,5-dimethoxy-pyridine). Isolated yield 56.7%. RXN SMILES: [CH3:1][O:2][C:3]1[CH:4]=[N:5][CH:6]=[C:7]([O:9][CH3:10])[CH:8]=1.C([Li])CCC.[Br:16]Br>C1COCC1>[Br:16][C:8]1[C:7]([O:9][CH3:10])=[CH:6][N:5]=[CH:4][C:3]=1[O:2][CH3:1]. Procedure details: To a stirred solution of 3,5-dimethoxypyridine (2.7 g, 19.4 mmol) in dry THF at −78° C. was added n-butyllithium (23.3 mmol, 2 M solution in cyclohexanes). During this addition a precipitate formed and the reaction was allowed to warm to room temperature for 5 minutes. The precipitate separated into an oily phase and the reaction was re-cooled and treated with bromine (1.5 ml, 29.1 mmol) and again allowed to warm to room temperature. After stirring for 10 minutes the solution became homogeneous ... Yields the product Brc1ccc2[nH]c3c(c2c1)CCCC3Nc1ccccn1, Cl. Starting materials: O=C1CCCc2c1[nH]c1ccc(Br)cc21, Cl, Nc1ccccn1. Reaction SMILES: [Br:1][c:2]1[cH:3][c:4]2[c:5]3[c:10]([nH:11][c:12]2[cH:13][cH:14]1)[C:9](=[O:15])[CH2:8][CH2:7][CH2:6]3.[ClH:23].[NH2:16][c:17]1[n:18][cH:19][cH:20][cH:21][cH:22]1>>[Br:1][c:2]1[cH:3][c:4]2[c:5]3[c:10]([nH:11][c:12]2[cH:13][cH:14]1)[CH:9]([NH:16][c:17]1[n:18][cH:19][cH:20][cH:21][cH:22]1)[CH2:8][CH2:7][CH2:6]3.[ClH:23].